Dataset: the Open Reaction Database (ORD), a public repository of structured organic reaction records. Task: describe an organic reaction: reactants, conditions, products, and yield Starting materials: ClCCCl, CN1CCOCC1, ClCCl, CC(N)CNc1ccc(OC(F)(F)F)cc1, O=C(O)C(CS(=O)(=O)Cc1ccccc1)NC(=O)N1CCOCC1, On1nnc2ccccc21. Yields the product CC(CNc1ccc(OC(F)(F)F)cc1)NC(=O)C(CS(=O)(=O)Cc1ccccc1)NC(=O)N1CCOCC1. Reaction SMILES: [CH2:41]([Cl:42])[CH2:43][Cl:44].[CH3:55][N:56]1[CH2:57][CH2:58][O:59][CH2:60][CH2:61]1.[Cl:62][CH2:63][Cl:64].[F:25][C:26]([O:27][c:28]1[cH:29][cH:30][c:31]([NH:34][CH2:35][CH:36]([CH3:37])[NH2:38])[cH:32][cH:33]1)([F:39])[F:40].[O:1]1[CH2:2][CH2:3][N:4]([C:7](=[O:8])[NH:9][CH:10]([C:11](=[O:12])[OH:13])[CH2:14][S:15](=[O:16])(=[O:17])[CH2:18][c:19]2[cH:20][cH:21][cH:22][cH:23][cH:24]2)[CH2:5][CH2:6]1.[OH:45][n:46]1[c:47]2[c:48]([cH:49][cH:50][cH:51][cH:52]2)[n:53][n:54]1>>[O:1]1[CH2:2][CH2:3][N:4]([C:7](=[O:8])[NH:9][CH:10]([C:11](=[O:13])[NH:38][CH:36]([CH2:35][NH:34][c:31]2[cH:30][cH:29][c:28]([O:27][C:26]([F:25])([F:39])[F:40])[cH:33][cH:32]2)[CH3:37])[CH2:14][S:15](=[O:16])(=[O:17])[CH2:18][c:19]2[cH:20][cH:21][cH:22][cH:23][cH:24]2)[CH2:5][CH2:6]1. The reactants are FC1=CC=C(C=C1)C1=CC(OC2=CC(=C(C=C12)C)C(=O)OC)=O (methyl 4-(4-fluorophenyl)-6-methyl-2-oxo-2H-chromene-7-carboxylate), solution, [Li+].[OH-] (LiOH), Cl (HCl). Run in C1CCOC1 (THF). Reaction conditions: temperature 65 celsius, time 16 hour. Yields the product FC1=CC=C(C=C1)C1=CC(OC2=CC(=C(C=C12)C)C(=O)O)=O (4-(4-Fluorophenyl)-6-methyl-2-oxo-2H-chromene-7-carboxylic acid). As a reaction SMILES: [F:1][C:2]1[CH:7]=[CH:6][C:5]([C:8]2[C:17]3[C:12](=[CH:13][C:14]([C:19]([O:21]C)=[O:20])=[C:15]([CH3:18])[CH:16]=3)[O:11][C:10](=[O:23])[CH:9]=2)=[CH:4][CH:3]=1.[Li+].[OH-].Cl>C1COCC1>[F:1][C:2]1[CH:3]=[CH:4][C:5]([C:8]2[C:17]3[C:12](=[CH:13][C:14]([C:19]([OH:21])=[O:20])=[C:15]([CH3:18])[CH:16]=3)[O:11][C:10](=[O:23])[CH:9]=2)=[CH:6][CH:7]=1 |f:1.2|. Procedure: To a solution of methyl 4-(4-fluorophenyl)-6-methyl-2-oxo-2H-chromene-7-carboxylate (0.722 g, 2.31 mmol) in THF (23 mL) was added a 1 N solution of LiOH (11.6 mL, 11.6 mmol), and the mixture was heated at 65° C. for 16 h. At room temperature, the mixture was neutralized with 1 N HCl and concentrated. The residue was stirred with THF (25 mL) and 2 N HCl (50 mL) for 16 h. The precipitate produced was collected by filtration, rinsed with water and dried, affording the title compound that was used w... Reactants: COc1ccc(C2COCCO2)c2sc(NC(=O)c3ccnc(Br)c3)nc12, COCCO, ClC(Cl)Cl, [H-], [Na+], C1COCCO1, CN(C)C=O. Yields the product COCCOc1cc(C(=O)Nc2nc3c(OC)ccc(C4COCCO4)c3s2)ccn1. Reaction SMILES: [Br:3][c:4]1[cH:5][c:6]([C:7](=[O:8])[NH:9][c:10]2[s:11][c:12]3[c:13]([n:14]2)[c:15]([O:25][CH3:26])[cH:16][cH:17][c:18]3[CH:19]2[O:20][CH2:21][CH2:22][O:23][CH2:24]2)[cH:27][cH:28][n:29]1.[CH3:30][O:31][CH2:32][CH2:33][OH:34].[Cl:35][CH:36]([Cl:37])[Cl:38].[H-:1].[Na+:2].[O:39]1[CH2:40][CH2:41][O:42][CH2:43][CH2:44]1.[O:45]=[CH:46][N:47]([CH3:48])[CH3:49]>>[c:4]1([O:34][CH2:33][CH2:32][O:31][CH3:30])[cH:5][c:6]([C:7](=[O:8])[NH:9][c:10]2[s:11][c:12]3[c:13]([n:14]2)[c:15]([O:25][CH3:26])[cH:16][cH:17][c:18]3[CH:19]2[O:20][CH2:21][CH2:22][O:23][CH2:24]2)[cH:27][cH:28][n:29]1. The reactants are SCCC(C)O (4-mercapto-2-butanol), C(C)NCC (diethyl amine), C(CC(C)C)=O (isovaleraldehyde), C1(=CC=C(C=C1)S(=O)(=O)O)C (p-toluene sulfonic acid). The solvent is ClCCl (dichloromethane), ClCCl (dichloromethane). Yields the product C(C(C)C)C1OC(CCS1)C (2-Isobutyl-6-Methyl-1,3-Oxathiane). As a reaction SMILES: [SH:1][CH2:2][CH2:3][CH:4]([OH:6])[CH3:5].[CH:7](=O)[CH2:8][CH:9]([CH3:11])[CH3:10].C1(C)C=CC(S(O)(=O)=O)=CC=1.C(NCC)C>ClCCl>[CH2:8]([CH:7]1[S:1][CH2:2][CH2:3][CH:4]([CH3:5])[O:6]1)[CH:9]([CH3:11])[CH3:10]. Reported procedure: 75 ml of dichloromethane is placed into a 100 ml round-bottom flask. To the dichloromethane is added 5.3 grams (0.05 moles) of 4-mercapto-2-butanol. 4.74 grams (0.055 moles) of isovaleraldehyde is then added followed by 0.1 grams of p-toluene sulfonic acid. Boiling chips are added to the flask. A Dean-Starke distilling receiver is placed on the flask, and a reflux condenser is placed on the receiver. The flask is then heated slowly until reflux occurs, and then the temperature is increased for a...